The task is: describe an organic reaction: reactants, conditions, products, and yield. This data is from the Open Reaction Database (ORD), a public repository of structured organic reaction records. Starting materials: BrC1=NC(=C2N1C=CN=C2Cl)C2=CC=C(C=C2)OC2=CC=CC=C2 (3-Bromo-8-chloro-1-(4-phenoxy-phenyl)-imidazo[1,5-a]pyrazine), N (NH3), CC(C)O (iPrOH). Product: BrC1=NC(=C2N1C=CN=C2N)C2=CC=C(C=C2)OC2=CC=CC=C2 (3-Bromo-1-(4-phenoxy-phenyl)-imidazo[1,5-a]pyrazin-8-ylamine). Reaction SMILES: [Br:1][C:2]1[N:6]2[CH:7]=[CH:8][N:9]=[C:10](Cl)[C:5]2=[C:4]([C:12]2[CH:17]=[CH:16][C:15]([O:18][C:19]3[CH:24]=[CH:23][CH:22]=[CH:21][CH:20]=3)=[CH:14][CH:13]=2)[N:3]=1.[NH3:25].CC(O)C>>[Br:1][C:2]1[N:6]2[CH:7]=[CH:8][N:9]=[C:10]([NH2:25])[C:5]2=[C:4]([C:12]2[CH:17]=[CH:16][C:15]([O:18][C:19]3[CH:24]=[CH:23][CH:22]=[CH:21][CH:20]=3)=[CH:14][CH:13]=2)[N:3]=1. Procedure: 3-Bromo-8-chloro-1-(4-phenoxy-phenyl)-imidazo[1,5-a]pyrazine (2.05 g, 5.0 mmol) and NH3 in iPrOH (9 M, 20 mL, 180 mmol) in a bomb apparatus were heated at 110° C. for 24 h. Cooled to rt., and evaporated. The residue was dissolved in EtOAc (20 mL), washed with water (10 mL) and dried (Na2SO4). Evaporation of solvent gave a residue, which was triturated with diisopropyl ether (30 mL). 1H NMR (DMSO-d6, 400 MHz), δ 6.23 (bs, 2H), 7.09-7.19 (m, 6H), 7.39-7.43 (m, 3H), 7.58 (d, J=8.4 Hz, 2H). Starting materials: S1C=2N(C=C1)C1=C(N2)C=CC(=C1)C=O (benzo[4,5]imidazo[2,1-b]thiazole-6-carbaldehyde), [Br-].[Mg+2].[Br-] (magnesium bromide), C(C)(=O)OC(C)=O (acetic anhydride), [N+](=O)([O-])C1=CC=C(COC(=O)C=2N3C(C(C3SC2)Br)=O)C=C1 (6-Bromo-7-oxo-4-thia-1-aza-bicyclo[3.2.0]hept-2-ene-2-carboxylic acid 4-nitro-benzyl ester). Run in C(C)#N (acetonitrile), C1CCOC1 (THF), C(C)(=O)OCC (ethyl acetate), C(C)N(CC)CC (Triethylamine). Conditions: temperature 23 celsius, time 18 hour. Yields the product C(C)(=O)OC(C1([C@H]2SC=C(N2C1=O)C(=O)OCC1=CC=C(C=C1)[N+](=O)[O-])Br)C=1C=CC2=C(N3C(=N2)SC=C3)C1 (4-nitrobenzyl (5R)-6-[(acetyloxy)([1,3]thiazolo[3,2-a]benzimidazol-6-yl)methyl]-6-bromo-7-oxo-4-thia-1-azabicyclo[3.2.0]hept-2-ene-2-carboxylate). The yield is 50.0%. As a reaction SMILES: [S:1]1[CH:5]=[CH:4][N:3]2[C:6]3[CH:12]=[C:11]([CH:13]=[O:14])[CH:10]=[CH:9][C:7]=3[N:8]=[C:2]12.[Br-].[Mg+2].[Br-].[N+:18]([C:21]1[CH:39]=[CH:38][C:24]([CH2:25][O:26][C:27]([C:29]2[N:30]3[CH:33]([S:34][CH:35]=2)[CH:32]([Br:36])[C:31]3=[O:37])=[O:28])=[CH:23][CH:22]=1)([O-:20])=[O:19].[C:40](OC(=O)C)(=[O:42])[CH3:41]>C(OCC)(=O)C.C(N(CC)CC)C.C1COCC1.C(#N)C>[C:40]([O:14][CH:13]([C:11]1[CH:10]=[CH:9][C:7]2[N:8]=[C:2]3[S:1][CH:5]=[CH:4][N:3]3[C:6]=2[CH:12]=1)[C:32]1([Br:36])[C:31](=[O:37])[N:30]2[C@@H:33]1[S:34][CH:35]=[C:29]2[C:27]([O:26][CH2:25][C:24]1[CH:38]=[CH:39][C:21]([N+:18]([O-:20])=[O:19])=[CH:22][CH:23]=1)=[O:28])(=[O:42])[CH3:41] |f:1.2.3|. Procedure details: A 30 ml acetonitrile solution of benzo[4,5]imidazo[2,1-b]thiazole-6-carbaldehyde (404 mg, 2 mmol) was added 1.03 gram of magnesium bromide etherate. The mixture was stirred at 23° C. for half an hour. Then a 30 ml dry THF solution of the 6-Bromo-7-oxo-4-thia-1-aza-bicyclo[3.2.0]hept-2-ene-2-carboxylic acid 4-nitro-benzyl ester (770 mg, 2 mmol) was injected within a minute and the reaction mixture was then cooled to −20° C. Triethylamine (0.7 ml, eq.) was then injected and the reaction mixture wa... Reactants: ClCCCl, CNC, CN(Cc1ccc(Cl)c(Cl)c1)C(=O)C1=C(O)C(=O)N(CCCC(=O)O)C1, ClCCl, On1nnc2ccccc21. Product: CN(C)C(=O)CCCN1CC(C(=O)N(C)Cc2ccc(Cl)c(Cl)c2)=C(O)C1=O. Reaction SMILES: [CH2:27]([Cl:28])[CH2:29][Cl:30].[CH3:41][NH:42][CH3:43].[Cl:1][c:2]1[cH:3][c:4]([CH2:5][N:6]([C:7](=[O:8])[C:9]2=[C:10]([OH:21])[C:11](=[O:20])[N:12]([CH2:14][CH2:15][CH2:16][C:17](=[O:18])[OH:19])[CH2:13]2)[CH3:22])[cH:23][cH:24][c:25]1[Cl:26].[Cl:44][CH2:45][Cl:46].[OH:31][n:32]1[c:33]2[c:34]([cH:35][cH:36][cH:37][cH:38]2)[n:39][n:40]1>>[Cl:1][c:2]1[cH:3][c:4]([CH2:5][N:6]([C:7](=[O:8])[C:9]2=[C:10]([OH:21])[C:11](=[O:20])[N:12]([CH2:14][CH2:15][CH2:16][C:17](=[O:18])[N:42]([CH3:41])[CH3:43])[CH2:13]2)[CH3:22])[cH:23][cH:24][c:25]1[Cl:26]. Starting materials: CS(=O)(=O)Cl, CCOC(C)=O, CC(NC(=O)C(F)(F)F)C(O)c1ccc(OCc2ccccc2)c(N)c1, O, c1ccncc1. Yields the product CC(NC(=O)C(F)(F)F)C(O)c1ccc(OCc2ccccc2)c(NS(C)(=O)=O)c1. Reaction SMILES: [CH3:1][S:2]([Cl:3])(=[O:4])=[O:5].[CH3:39][CH2:40][O:41][C:42](=[O:43])[CH3:44].[NH2:6][c:7]1[cH:8][c:9]([CH:21]([CH:22]([CH3:23])[NH:24][C:25]([C:26]([F:27])([F:28])[F:29])=[O:30])[OH:31])[cH:10][cH:11][c:12]1[O:13][CH2:14][c:15]1[cH:16][cH:17][cH:18][cH:19][cH:20]1.[OH2:38].[cH:32]1[cH:33][cH:34][n:35][cH:36][cH:37]1>>[CH3:1][S:2](=[O:4])(=[O:5])[NH:6][c:7]1[cH:8][c:9]([CH:21]([CH:22]([CH3:23])[NH:24][C:25]([C:26]([F:27])([F:28])[F:29])=[O:30])[OH:31])[cH:10][cH:11][c:12]1[O:13][CH2:14][c:15]1[cH:16][cH:17][cH:18][cH:19][cH:20]1. The reactants are C(CCCCCCCCCCCCCCC)SCC(OC)COS(=O)(=O)C ((±)-1-S-hexadecyl-2-O-methyl-3-O-mesylthioglycerol), [Br-].[Li+] (lithium bromide). The solvent is CC(=O)C (acetone). Product: C(CCCCCCCCCCCCCCC)SCC(CBr)OC ((±)-1-hexadecylthio-2-methoxy-3-bromopropane). The yield is 87.2%. As a reaction SMILES: [CH2:1]([S:17][CH2:18][CH:19]([CH2:22]OS(C)(=O)=O)[O:20][CH3:21])[CH2:2][CH2:3][CH2:4][CH2:5][CH2:6][CH2:7][CH2:8][CH2:9][CH2:10][CH2:11][CH2:12][CH2:13][CH2:14][CH2:15][CH3:16].[Br-:28].[Li+]>CC(C)=O>[CH2:1]([S:17][CH2:18][CH:19]([O:20][CH3:21])[CH2:22][Br:28])[CH2:2][CH2:3][CH2:4][CH2:5][CH2:6][CH2:7][CH2:8][CH2:9][CH2:10][CH2:11][CH2:12][CH2:13][CH2:14][CH2:15][CH3:16] |f:1.2|. Reported procedure: Into a flask equipped with a magnetic stir bar, drying tube, and a reflux condenser, a solution of 3.0 grams (0.007 mole) (±)-1-S-hexadecyl-2-O-methyl-3-O-mesylthioglycerol and 2.5 grams (0.029 mole) of lithium bromide in 150 milliliters of acetone was refluxed for 24 hours with continuous stirring. The reaction was cooled to room temperature, the sodium mesylate filtered and the solvent evaporated in vacuo. The residue was dissolved in 300 milliliters of ether and extracted three times with 500... The reactants are COC(CC=1C=C(C(=CC1)OC)C1=C(C=C(C=C1)C(F)(F)F)CNC1CCCC1)=O ((2′-cyclopentylaminomethyl-6-methoxy-4′-trifluoromethyl-biphenyl-3-yl)-acetic acid methyl ester), C(C)(=O)Cl (acetyl chloride). The product is COC(CC=1C=C(C(=CC1)OC)C1=C(C=C(C=C1)C(F)(F)F)CN(C1CCCC1)C(C)=O)=O ({2′-[(Acetyl-cyclopentyl-amino)-methyl]-6-methoxy-4′-trifluoromethyl-biphenyl-3-yl}-acetic acid methyl ester). Reaction SMILES: [CH3:1][O:2][C:3](=[O:30])[CH2:4][C:5]1[CH:6]=[C:7]([C:13]2[CH:18]=[CH:17][C:16]([C:19]([F:22])([F:21])[F:20])=[CH:15][C:14]=2[CH2:23][NH:24][CH:25]2[CH2:29][CH2:28][CH2:27][CH2:26]2)[C:8]([O:11][CH3:12])=[CH:9][CH:10]=1.[C:31](Cl)(=[O:33])[CH3:32]>>[CH3:1][O:2][C:3](=[O:30])[CH2:4][C:5]1[CH:6]=[C:7]([C:13]2[CH:18]=[CH:17][C:16]([C:19]([F:22])([F:20])[F:21])=[CH:15][C:14]=2[CH2:23][N:24]([C:31](=[O:33])[CH3:32])[CH:25]2[CH2:26][CH2:27][CH2:28][CH2:29]2)[C:8]([O:11][CH3:12])=[CH:9][CH:10]=1. Procedure: Prepared according to the procedure described in Example 1, Step 6, using the following starting materials: (2′-cyclopentylaminomethyl-6-methoxy-4′-trifluoromethyl-biphenyl-3-yl)-acetic acid methyl ester and acetyl chloride.